Dataset: the Open Reaction Database (ORD), a public repository of structured organic reaction records. Task: describe an organic reaction: reactants, conditions, products, and yield Reactants: CC(C)(C)OC(=O)n1ncc2cc([N+](=O)[O-])ccc21, CCO, CCOC(C)=O, ClCCl. Product: CC(C)(C)OC(=O)n1ncc2cc(N)ccc21. As a reaction SMILES: [C:1]([CH3:2])([CH3:3])([CH3:4])[O:5][C:6](=[O:7])[n:8]1[n:9][cH:10][c:11]2[cH:12][c:13]([N+:17]([O-:18])=[O:19])[cH:14][cH:15][c:16]12.[CH3:20][CH2:21][OH:22].[CH3:23][CH2:24][O:25][C:26]([CH3:27])=[O:28].[Cl:29][CH2:30][Cl:31]>>[C:1]([CH3:2])([CH3:3])([CH3:4])[O:5][C:6](=[O:7])[n:8]1[n:9][cH:10][c:11]2[cH:12][c:13]([NH2:17])[cH:14][cH:15][c:16]12. The reactants are CCCCC(CC)CN, CC(C)=O, Clc1nc(Cl)nc(Cl)n1, [Na+], [Na+], O=C([O-])[O-], O. Yields the product CCCCC(CC)CNc1nc(Cl)nc(Cl)n1. As a reaction SMILES: [CH2:10]([CH3:11])[CH:12]([CH2:13][NH2:14])[CH2:15][CH2:16][CH2:17][CH3:18].[CH3:25][C:26](=[O:27])[CH3:28].[Cl:1][c:2]1[n:3][c:4]([Cl:5])[n:6][c:7]([Cl:8])[n:9]1.[Na+:19].[Na+:20].[O-:21][C:22](=[O:23])[O-:24].[OH2:29]>>[c:2]1([NH:14][CH2:13][CH:12]([CH2:10][CH3:11])[CH2:15][CH2:16][CH2:17][CH3:18])[n:3][c:4]([Cl:5])[n:6][c:7]([Cl:8])[n:9]1. The reactants are [H-].[Na+] (sodium hydride), C(CC(=O)OCC)(=O)OCC (diethyl malonate), BrCC#CCCCCCCCCCCCCCCCC (1-bromo-2-nonadecyne). Solvent: C(C)O (ethanol), C(C)O (ethanol). Run at time 1 hour. Yields the product C(#CCCCCCCCCCCCCCCCCC)C(C(=O)OCC)C(=O)OCC (2-Nonadecynylpropanedioic acid, diethyl ester). Reaction SMILES: Br[CH2:2][C:3]#[C:4][CH2:5][CH2:6][CH2:7][CH2:8][CH2:9][CH2:10][CH2:11][CH2:12][CH2:13][CH2:14][CH2:15][CH2:16][CH2:17][CH2:18][CH2:19][CH3:20].[H-].[Na+].[C:23]([O:31][CH2:32][CH3:33])(=[O:30])[CH2:24][C:25]([O:27][CH2:28][CH3:29])=[O:26]>C(O)C>[C:2]([CH:24]([C:25]([O:27][CH2:28][CH3:29])=[O:26])[C:23]([O:31][CH2:32][CH3:33])=[O:30])#[C:3][CH2:4][CH2:5][CH2:6][CH2:7][CH2:8][CH2:9][CH2:10][CH2:11][CH2:12][CH2:13][CH2:14][CH2:15][CH2:16][CH2:17][CH2:18][CH2:19][CH3:20] |f:1.2|. Procedure: A mixture of 16.5 g of 1-bromo-2-nonadecyne in 50 ml of ethanol is added to 3.0 g of 60% sodium hydride and 11.4 ml of diethyl malonate in 100 ml of ethanol. This mixture is stirred one hour and then evaporated. The residue is washed with ether, twice with dilute hydrochloric acid and brine. The residue is then purified by flash chromatography, (5% ethyl acetate:petroleum ether), to give 12.1 g of the desired compound as white needles, mp. 33°-34° C.